This data is from the Open Reaction Database (ORD), a public repository of structured organic reaction records. The task is: describe an organic reaction: reactants, conditions, products, and yield Starting materials: C(C)(C)(C)C1=CC=C(C=C1)S(=O)(=O)NC1=NC=NC(=C1C1=CC=C(C=C1)C)OCCOC1=NC=C(C=N1)Br (4-tert-butyl-N-{6-[2-(5-bromopyrimidin-2-yloxy)ethoxy]-5-(4-methylphenyl)pyrimidin-4-yl}benzenesulfonamide), CN1C(N(CC1)C)=O (1,3-dimethyl-2-imidazolidinone). Reagents/catalysts: [C-]#N.[Zn+2].[C-]#N (zinc cyanide), C=1C=CC(=CC1)[P](C=2C=CC=CC2)(C=3C=CC=CC3)[Pd]([P](C=4C=CC=CC4)(C=5C=CC=CC5)C=6C=CC=CC6)([P](C=7C=CC=CC7)(C=8C=CC=CC8)C=9C=CC=CC9)[P](C=1C=CC=CC1)(C=1C=CC=CC1)C=1C=CC=CC1 (tetrakis(triphenylphosphine)palladium). The solvent is [Cl-].[NH4+] (ammonium chloride). Conditions: temperature 80 celsius, time 6 hour. Product: C(C)(C)(C)C1=CC=C(C=C1)S(=O)(=O)NC1=NC=NC(=C1C1=CC=C(C=C1)C)OCCOC1=NC=C(C=N1)C#N (4-tert-butyl-N-{6-[2-(5-cyanopyrimidin-2-yloxy)ethoxy]-5-(4-methylphenyl)pyrimidin-4-yl}benzenesulfonamide). As a reaction SMILES: [C:1]([C:5]1[CH:10]=[CH:9][C:8]([S:11]([NH:14][C:15]2[C:20]([C:21]3[CH:26]=[CH:25][C:24]([CH3:27])=[CH:23][CH:22]=3)=[C:19]([O:28][CH2:29][CH2:30][O:31][C:32]3[N:37]=[CH:36][C:35](Br)=[CH:34][N:33]=3)[N:18]=[CH:17][N:16]=2)(=[O:13])=[O:12])=[CH:7][CH:6]=1)([CH3:4])([CH3:3])[CH3:2].[CH3:39][N:40]1CCN(C)C1=O>[Cl-].[NH4+].[C-]#N.[Zn+2].[C-]#N.C1C=CC([P]([Pd]([P](C2C=CC=CC=2)(C2C=CC=CC=2)C2C=CC=CC=2)([P](C2C=CC=CC=2)(C2C=CC=CC=2)C2C=CC=CC=2)[P](C2C=CC=CC=2)(C2C=CC=CC=2)C2C=CC=CC=2)(C2C=CC=CC=2)C2C=CC=CC=2)=CC=1>[C:1]([C:5]1[CH:10]=[CH:9][C:8]([S:11]([NH:14][C:15]2[C:20]([C:21]3[CH:26]=[CH:25][C:24]([CH3:27])=[CH:23][CH:22]=3)=[C:19]([O:28][CH2:29][CH2:30][O:31][C:32]3[N:37]=[CH:36][C:35]([C:39]#[N:40])=[CH:34][N:33]=3)[N:18]=[CH:17][N:16]=2)(=[O:13])=[O:12])=[CH:7][CH:6]=1)([CH3:4])([CH3:3])[CH3:2] |f:2.3,4.5.6,^1:57,59,78,97|. Reported procedure: A mixture of 4-tert-butyl-N-{6-[2-(5-bromopyrimidin-2-yloxy)ethoxy]-5-(4-methylphenyl)pyrimidin-4-yl}benzenesulfonamide (1.00 g), zinc cyanide (784 mg), tetrakis(triphenylphosphine)palladium (250 mg) and 1,3-dimethyl-2-imidazolidinone (40 ml) is stirred at 80° C. for 6 hours under argon atmosphere. The mixture is cooled to room temperature, and diluted with saturated aqueous ammonium chloride solution. The mixture is extracted with ethyl acetate, and the organic layer is washed with water (twice... Starting materials: FC1=C(C=C(C=C1)F)C1=CC(N2C(NCC21)=O)C2=CC=CC=C2 ((±)-7-(2,5-Difluorophenyl)-5-phenyl-1,2,5,7a-tetrahydro-3H-pyrrolo[1,2-c]imidazol-3-one), [H-].[Na+] (sodium hydride), IC (iodomethane). Solvent: C1CCOC1 (THF). Product: FC1=C(C=C(C=C1)F)C1=C[C@H](N2C(N(C[C@H]21)C)=O)C2=CC=CC=C2 ((±)-(5S,7aR)-7-(2,5-Difluorophenyl)-2-methyl-5-phenyl-1,2,5,7a-tetrahydro-3H-pyrrolo[1,2-c]imidazol-3-one). As a reaction SMILES: [F:1][C:2]1[CH:7]=[CH:6][C:5]([F:8])=[CH:4][C:3]=1[C:9]1[CH:16]2[N:12]([C:13](=[O:17])[NH:14][CH2:15]2)[CH:11]([C:18]2[CH:23]=[CH:22][CH:21]=[CH:20][CH:19]=2)[CH:10]=1.[H-].[Na+].I[CH3:27]>C1COCC1>[F:1][C:2]1[CH:7]=[CH:6][C:5]([F:8])=[CH:4][C:3]=1[C:9]1[C@H:16]2[N:12]([C:13](=[O:17])[N:14]([CH3:27])[CH2:15]2)[C@H:11]([C:18]2[CH:23]=[CH:22][CH:21]=[CH:20][CH:19]=2)[CH:10]=1 |f:1.2|. Reported procedure: A solution of 2-4a (0.02 g, 0.06 mmol), sodium hydride (5 mg), and iodomethane (0.004 mL, 0.03 mmol) in THF (1.0 mL) was stirred at rt for 1 h. The reaction was quenched with water (2.0 mL) and extracted with EtOAc (20 mL). The organic solution was washed with brine, dried over MgSO4, filtered, and concentrated. The remaining oil was dissolved in CH3CN (0.5 mL) and purified on a Gilson automated system affixed with a YMC J'sphere H80 20×50 mm column (eluting with 5-95% CH3CN +0.1% TFA in water +... Reactants: C(C1=CC=CC=C1)ON(C=O)CC1(CCCCC1)C(=O)NNC1=NC=CC(=N1)C(F)(F)F (N-benzyloxy-N-{1-[N′-(4-trifluoromethyl-pyrimidin-2-yl)-hydrazinocarbonyl]-cyclohexylmethyl}-formamide). Reagents/catalysts: [Pd] (Pd/C). The solvent is C(C)O (ethanol). Reaction conditions: time 3 hour. The product is ON(C=O)CC1(CCCCC1)C(=O)NNC1=NC=CC(=N1)C(F)(F)F (N-Hydroxy-N-{1-[N′-(4-Trifluoromethyl-Pyrimidin-2-yl)-Hydrazinocarbonyl]-Cyclohexylmethyl}-Formamide). Isolated yield 83.0%. RXN SMILES: C([O:8][N:9]([CH2:12][C:13]1([C:19]([NH:21][NH:22][C:23]2[N:28]=[C:27]([C:29]([F:32])([F:31])[F:30])[CH:26]=[CH:25][N:24]=2)=[O:20])[CH2:18][CH2:17][CH2:16][CH2:15][CH2:14]1)[CH:10]=[O:11])C1C=CC=CC=1>C(O)C.[Pd]>[OH:8][N:9]([CH2:12][C:13]1([C:19]([NH:21][NH:22][C:23]2[N:28]=[C:27]([C:29]([F:32])([F:30])[F:31])[CH:26]=[CH:25][N:24]=2)=[O:20])[CH2:18][CH2:17][CH2:16][CH2:15][CH2:14]1)[CH:10]=[O:11]. Procedure: To a solution of N-benzyloxy-N-{1-[N′-(4-trifluoromethyl-pyrimidin-2-yl)-hydrazinocarbonyl]-cyclohexylmethyl}-formamide (0.066 g, 0.15 mmol) in ethanol (5 mL) was added 10% Pd/C (0.03 g). The reaction mixture was subjected to hydrogenation for 3 h at room temperature. The reaction mixture was then filtered through a pad of Celite@, and washed with ethanol (20 mL). Removal of the solvent provided the title compound as a white solid (0.045 g, 85%). MH+362. The reactants are COc1cccc(CN(C)C)c1 (substrate), Cc1ccc([Mg]Br)cc1 (effective_coupling_partner). Reagents/catalysts: PCy3. Run at temperature 60 celsius, time 15 hour. The product is Cc2ccc(c1cccc(CN(C)C)c1)cc2.